From a dataset of the Open Reaction Database (ORD), a public repository of structured organic reaction records. describe an organic reaction: reactants, conditions, products, and yield The reactants are C(C1=CC=CC=C1)NC(=O)C=1C=CC(=NC1)NNC=C(C(=O)OC)C1=NC=CC=C1 (methyl 3-(2-(5-(benzylcarbamoyl)pyridin-2-yl)hydrazinyl)-2-(pyridin-2-yl)acrylate), C([O-])([O-])=O.[K+].[K+] (potassium carbonate). Run in C(C)O (ethanol), C(C)(=O)OCC (ethyl acetate). Yields the product C(C1=CC=CC=C1)NC(C1=CC=C(C=C1)N1N=CC(=C1O)C1=NC=CC=C1)=O (N-benzyl-4-(5-hydroxy-4-(pyridin-2-yl)-1H-pyrazol-1-yl)benzamide). Reaction SMILES: [CH2:1]([NH:8][C:9]([C:11]1[CH:12]=[CH:13][C:14]([NH:17][NH:18][CH:19]=[C:20]([C:25]2[CH:30]=[CH:29][CH:28]=[CH:27][N:26]=2)[C:21](OC)=[O:22])=N[CH:16]=1)=[O:10])[C:2]1[CH:7]=[CH:6][CH:5]=[CH:4][CH:3]=1.[C:31](=O)([O-])[O-].[K+].[K+]>C(O)C.C(OCC)(=O)C>[CH2:1]([NH:8][C:9](=[O:10])[C:11]1[CH:16]=[CH:31][C:14]([N:17]2[C:21]([OH:22])=[C:20]([C:25]3[CH:30]=[CH:29][CH:28]=[CH:27][N:26]=3)[CH:19]=[N:18]2)=[CH:13][CH:12]=1)[C:2]1[CH:3]=[CH:4][CH:5]=[CH:6][CH:7]=1 |f:1.2.3|. Procedure: Combined methyl 3-(2-(5-(benzylcarbamoyl)pyridin-2-yl)hydrazinyl)-2-(pyridin-2-yl)acrylate (110 mg, 0.273 mmol) and potassium carbonate (56.5 mg, 0.409 mmol) in ethanol (10 mL) and heated at 60° C. for 1 hour. The precipitate was filtered and washed with ethanol to give an off-white solid. This solid was then dissolved in ethyl acetate. The organic layer was washed with water, dried and concentrated to give the title compound as a yellow solid. (60 mg, 59%). 1H NMR (400 MHz, DMSO-d6) δ ppm 4.50 ... Starting materials: CS(=O)(=O)O (Methanesulfonic acid), NC(NNC(C1=C(C=CC=C1)NC1=C(C(=CC=C1Cl)C)Cl)=O)=S (2-[(2,6-dichloro-3-methylphenyl) amino]-benzoic acid, 2-(aminothioxomethyl)hydrazide). Solvent: C1(=CC=CC=C1)C (toluene). Product: ClC1=C(C(=CC=C1C)Cl)NC1=C(C=CC=C1)C1=NN=C(S1)N (5-[2-[(2,6-Dichloro-3-methylphenyl)amino]phenyl]-1,3,4-thiadiazol-2-amine). Yield: 58.5%. RXN SMILES: CS(O)(=O)=O.[NH2:6][C:7](=[S:28])[NH:8][NH:9][C:10](=O)[C:11]1[CH:16]=[CH:15][CH:14]=[CH:13][C:12]=1[NH:17][C:18]1[C:23]([Cl:24])=[CH:22][CH:21]=[C:20]([CH3:25])[C:19]=1[Cl:26]>C1(C)C=CC=CC=1>[Cl:26][C:19]1[C:20]([CH3:25])=[CH:21][CH:22]=[C:23]([Cl:24])[C:18]=1[NH:17][C:12]1[CH:13]=[CH:14][CH:15]=[CH:16][C:11]=1[C:10]1[S:28][C:7]([NH2:6])=[N:8][N:9]=1. Procedure: Methanesulfonic acid (280 μl, 4.31 mol) is added dropwise to a suspension of 2-[(2,6-dichloro-3-methylphenyl) amino]-benzoic acid, 2-(aminothioxomethyl)hydrazide (1.008 g, 2.73 mmol) in 30 ml of toluene. The mixture is heated at reflux for three hours under a nitrogen atmosphere and allowed to cool to room temperature overnight. The tan solid is filtered off and suspended in 100 ml of ethyl acetate. The suspension is then stirred vigorously with 40 ml of 10% aqueous ammonium hydroxide, and the l... The reactants are [H-], [H][H], [Na+], [Na+], CN(C)C=O, O=c1cc(O)c2cccnc2n1-c1cccc(C(F)(F)F)c1, O=C([O-])O, CC(C(=O)Cl)c1ccccc1. Product: CC(C(=O)Oc1cc(=O)n(-c2cccc(C(F)(F)F)c2)c2ncccc12)c1ccccc1. Reaction SMILES: [H-:23].[H:25][H:26].[Na+:24].[Na+:38].[O:43]=[CH:44][N:45]([CH3:46])[CH3:47].[OH:1][c:2]1[cH:3][c:4](=[O:22])[n:5](-[c:12]2[cH:13][c:14]([C:18]([F:19])([F:20])[F:21])[cH:15][cH:16][cH:17]2)[c:6]2[n:7][cH:8][cH:9][cH:10][c:11]12.[OH:39][C:40](=[O:41])[O-:42].[c:27]1([CH:33]([C:34](=[O:35])[Cl:36])[CH3:37])[cH:28][cH:29][cH:30][cH:31][cH:32]1>>[O:1]([c:2]1[cH:3][c:4](=[O:22])[n:5](-[c:12]2[cH:13][c:14]([C:18]([F:19])([F:20])[F:21])[cH:15][cH:16][cH:17]2)[c:6]2[n:7][cH:8][cH:9][cH:10][c:11]12)[C:34]([CH:33]([c:27]1[cH:28][cH:29][cH:30][cH:31][cH:32]1)[CH3:37])=[O:35]. Starting materials: BrC=1C=C(C(=O)OCC)C=CN1 (ethyl 2-bromoisonicotinate), C(C1=CC=CC=C1)OCCO (ethylene glycol monobenzyl ether), O (water), CC(C)([O-])C.[K+] (potassium t-butoxide). Run in C1CCOC1 (THF). Conditions: temperature 0 celsius, time 3 hour. Yields the product C(C1=CC=CC=C1)OCCOC=1C=C(C(=O)OCC)C=CN1 (ethyl 2-[2-(benzyloxy)ethoxy]isonicotinate). Reaction SMILES: Br[C:2]1[CH:3]=[C:4]([CH:10]=[CH:11][N:12]=1)[C:5]([O:7][CH2:8][CH3:9])=[O:6].[CH2:13]([O:20][CH2:21][CH2:22][OH:23])[C:14]1[CH:19]=[CH:18][CH:17]=[CH:16][CH:15]=1.CC(C)([O-])C.[K+].O>C1COCC1>[CH2:13]([O:20][CH2:21][CH2:22][O:23][C:2]1[CH:3]=[C:4]([CH:10]=[CH:11][N:12]=1)[C:5]([O:7][CH2:8][CH3:9])=[O:6])[C:14]1[CH:19]=[CH:18][CH:17]=[CH:16][CH:15]=1 |f:2.3|. Procedure: A solution of ethyl 2-bromoisonicotinate (575 mg, MATRIX) in THF (25 ml) was added with ethylene glycol monobenzyl ether (710 μl, TCI), cooled to 0° C., and added with potassium t-butoxide (420 mg, TCI), and the mixture was stirred at room temperature for 3 hours. The reaction mixture was added with purified water (15 ml), and extracted with ethyl acetate (30 ml×2). The organic layers were combined, washed with saturated brine, and dried, and then the solvent was evaporated under reduced pressur... The reactants are COC=1C=CC=C(C1C=2C=CC=CC2P(C3CCCCC3)C4CCCCC4)OC (SPhos), CC(C)(C)[O-].[Na+] (tBuONa), C1=C(C=CC=2C3=CC=CC=C3NC12)C=1OC2=C(N1)C=CC=C2 (2-(9H-carbazol-2-yl)benzo[d]oxazole), BrC1=CC=2N(C3=CC=CC=C3C2C=C1)C1=NC=CC=C1 (2-bromo-9-(pyridin-2-yl)-9H-carbazole), CC(C)(C)P(C1=CC=CC=C1C2=CC=CC=C2)C(C)(C)C (JohnPhos), CC(C)(C)[O-].[Na+] (tBuONa). The reagents and catalysts are C=1C=CC(=CC1)/C=C/C(=O)/C=C/C2=CC=CC=C2.C=1C=CC(=CC1)/C=C/C(=O)/C=C/C2=CC=CC=C2.C=1C=CC(=CC1)/C=C/C(=O)/C=C/C2=CC=CC=C2.[Pd].[Pd] (Pd2(dba)3), C=1C=CC(=CC1)/C=C/C(=O)/C=C/C2=CC=CC=C2.C=1C=CC(=CC1)/C=C/C(=O)/C=C/C2=CC=CC=C2.C=1C=CC(=CC1)/C=C/C(=O)/C=C/C2=CC=CC=C2.[Pd].[Pd] (Pd2(dba)3). Run in O1CCOCC1 (dioxane). Reaction conditions: temperature 102.5 celsius. Yields the product N1=C(C=CC=C1)N1C2=CC=CC=C2C=2C=CC(=CC12)N1C2=CC=CC=C2C=2C=CC(=CC12)C=1OC2=C(N1)C=CC=C2 (2-(9-(pyridin-2-yl)-9H-2,9′-bicarbazol-2′-yl)benzo[d]oxazole). Reaction SMILES: [CH:1]1[C:13]2[NH:12][C:11]3[C:6](=[CH:7][CH:8]=[CH:9][CH:10]=3)[C:5]=2[CH:4]=[CH:3][C:2]=1[C:14]1[O:15][C:16]2[CH:22]=[CH:21][CH:20]=[CH:19][C:17]=2[N:18]=1.Br[C:24]1[CH:36]=[CH:35][C:34]2[C:33]3[C:28](=[CH:29][CH:30]=[CH:31][CH:32]=3)[N:27]([C:37]3[CH:42]=[CH:41][CH:40]=[CH:39][N:38]=3)[C:26]=2[CH:25]=1.CC(P(C(C)(C)C)C1C(C2C=CC=CC=2)=CC=CC=1)(C)C.CC([O-])(C)C.[Na+].COC1C=CC=C(OC)C=1C1C=CC=CC=1P(C1CCCCC1)C1CCCCC1>C1C=CC(/C=C/C(/C=C/C2C=CC=CC=2)=O)=CC=1.C1C=CC(/C=C/C(/C=C/C2C=CC=CC=2)=O)=CC=1.C1C=CC(/C=C/C(/C=C/C2C=CC=CC=2)=O)=CC=1.[Pd].[Pd].O1CCOCC1>[N:38]1[CH:39]=[CH:40][CH:41]=[CH:42][C:37]=1[N:27]1[C:26]2[CH:25]=[C:24]([N:12]3[C:13]4[CH:1]=[C:2]([C:14]5[O:15][C:16]6[CH:22]=[CH:21][CH:20]=[CH:19][C:17]=6[N:18]=5)[CH:3]=[CH:4][C:5]=4[C:6]4[C:11]3=[CH:10][CH:9]=[CH:8][CH:7]=4)[CH:36]=[CH:35][C:34]=2[C:33]2[C:28]1=[CH:29][CH:30]=[CH:31][CH:32]=2 |f:3.4,6.7.8.9.10|. Reported procedure: To a dry Schlenk tube equipped with a magnetic stir bar was added 2-(9H-carbazol-2-yl)benzo[d]oxazole (569 mg, 2.0 mmol, 1.0 eq), 2-bromo-9-(pyridin-2-yl)-9H-carbazole (711 mg, 2.2 mmol, 1.1 eq), Pd2(dba)3 (37 mg, 0.04 mmol, 0.02 eq), JohnPhos (24 mg, 0.04 mmol, 0.04 eq) and tBuONa (308 mg, 3.2 mmol, 1.6 eq). The tube was evacuated and back-filled with nitrogen, and this evacuation/back-fill procedure was repeated twice. Then dry toluene (16 mL) was added under the atmosphere of nitrogen, the tu... The reactants are CC(=O)SCCCCl, COC1CNC(C(=O)O)C1, [Na+], [Na+], O=C([O-])[O-]. The product is COC1CC(C(=O)O)N(C(=O)CCSC(C)=O)C1. Reaction SMILES: [C:11]([CH3:12])(=[O:13])[S:14][CH2:15][CH2:16][CH2:17][Cl:18].[CH3:1][O:2][CH:3]1[CH2:4][CH:5]([C:8](=[O:9])[OH:10])[NH:6][CH2:7]1.[Na+:19].[Na+:20].[O-:21][C:22](=[O:23])[O-:24]>>[CH3:1][O:2][CH:3]1[CH2:4][CH:5]([C:8](=[O:9])[OH:10])[N:6]([C:17]([CH2:16][CH2:15][S:14][C:11]([CH3:12])=[O:13])=[O:21])[CH2:7]1. Starting materials: COC(C1=C(C=CC=C1)NC1=CC(=CC=C1)[N+](=O)[O-])=O (2-(m-nitroanilino)benzoic acid methyl ester), CN(C=O)C (dimethylformamide), [NH2-].[Na+] (sodium amide), C(CC)N=C=O (propyl isocyanate). Run in O (water). Run at time 30 minute. The product is [N+](=O)([O-])C=1C=C(C=CC1)N1C(N(C(C2=CC=CC=C12)=O)CCC)=O (1-(m-nitrophenyl)-3-propylquinazoline-2,4(1H, 3H)-dione). Isolated yield 69.3%. RXN SMILES: CO[C:3](=[O:20])[C:4]1[CH:9]=[CH:8][CH:7]=[CH:6][C:5]=1[NH:10][C:11]1[CH:16]=[CH:15][CH:14]=[C:13]([N+:17]([O-:19])=[O:18])[CH:12]=1.CN(C)C=O.[NH2-].[Na+].[CH2:28]([N:31]=[C:32]=[O:33])[CH2:29][CH3:30]>O>[N+:17]([C:13]1[CH:12]=[C:11]([N:10]2[C:5]3[C:4](=[CH:9][CH:8]=[CH:7][CH:6]=3)[C:3](=[O:20])[N:31]([CH2:28][CH2:29][CH3:30])[C:32]2=[O:33])[CH:16]=[CH:15][CH:14]=1)([O-:19])=[O:18] |f:2.3|. Reported procedure: To a solution of 2.9 g of 2-(m-nitroanilino)benzoic acid methyl ester and 20ml of dry dimethylformamide was added 0.43 g of sodium amide, and the whole was stirred for 30 minutes. To this was added dropwise under cooling 2.6 g of propyl isocyanate. This mixture was allowed to stand for one hour at room temperature and for additional one hour at 60° C, and then reacted for 4 hours at 120° C. The solvent was distilled off from the mixture under reduced pressure. To the residue obtained was added w...